From a dataset of the Open Reaction Database (ORD), a public repository of structured organic reaction records. describe an organic reaction: reactants, conditions, products, and yield The reactants are ClC1=NC=NC(=C1NC=O)Cl (4,6-Dichloro-5-formamidopyrimidine), NOCCCCP(OCC)(OCC)=O (diethyl 4-(aminooxy)butylphosphonate), C(C)(C)N(C(C)C)CC (N,N-diisopropylethylamine). The solvent is COCCOCCOC (diglyme). The product is ClC1=NC=NC(=C1NC=O)NOCCCCP(=O)(OCC)OCC (4-Chloro-6-[[4-(diethoxyphosphoryl)butoxy]amino]-5-formamidopyrimidine). Isolated yield 77.2%. RXN SMILES: [Cl:1][C:2]1[C:7]([NH:8][CH:9]=[O:10])=[C:6](Cl)[N:5]=[CH:4][N:3]=1.[NH2:12][O:13][CH2:14][CH2:15][CH2:16][CH2:17][P:18](=[O:25])([O:22][CH2:23][CH3:24])[O:19][CH2:20][CH3:21].C(N(CC)C(C)C)(C)C>COCCOCCOC>[Cl:1][C:2]1[C:7]([NH:8][CH:9]=[O:10])=[C:6]([NH:12][O:13][CH2:14][CH2:15][CH2:16][CH2:17][P:18]([O:19][CH2:20][CH3:21])([O:22][CH2:23][CH3:24])=[O:25])[N:5]=[CH:4][N:3]=1. Procedure: 4,6-Dichloro-5-formamidopyrimidine (0.441 g, 2.3 mmol), diethyl 4-(aminooxy)butylphosphonate (0.4 g, 1.77 mmol) and N,N-diisopropylethylamine (0.8 ml, 4.6 mmol) in diglyme (15 ml) were stirred at 100° C. for 2.5 hr. The reaction mixture was then allowed to cool, the hydrochloride of N,N-diisopropylethylamine was filtered off and the filtrate was diluted with chloroform (150 ml). The resulting solution was washed with 4% aq. NaHCO3 (1×20 ml) and water (1×20 ml). The combined aqueous layers were e... Reactants: CO, CC(=O)O, C[Si](C)(C)C=[N+]=[N-], ClC(Cl)Cl, CCOC(=O)c1ncc(O)c2c1CCN(Cc1ccc(F)cc1)C2=O. Yields the product CCOC(=O)c1ncc(OC)c2c1CCN(Cc1ccc(F)cc1)C2=O. Reaction SMILES: [CH3:1][OH:2].[CH3:35][C:36](=[O:37])[OH:38].[CH3:3][Si:4]([CH:5]=[N+:6]=[N-:7])([CH3:8])[CH3:9].[CH:39]([Cl:40])([Cl:41])[Cl:42].[F:10][c:11]1[cH:12][cH:13][c:14]([CH2:15][N:16]2[C:17](=[O:32])[c:18]3[c:19]([OH:31])[cH:20][n:21][c:22]([C:26](=[O:27])[O:28][CH2:29][CH3:30])[c:23]3[CH2:24][CH2:25]2)[cH:33][cH:34]1>>[CH3:3][O:31][c:19]1[c:18]2[c:23]([c:22]([C:26](=[O:27])[O:28][CH2:29][CH3:30])[n:21][cH:20]1)[CH2:24][CH2:25][N:16]([CH2:15][c:14]1[cH:13][cH:12][c:11]([F:10])[cH:34][cH:33]1)[C:17]2=[O:32].